From a dataset of the Open Reaction Database (ORD), a public repository of structured organic reaction records. describe an organic reaction: reactants, conditions, products, and yield The reactants are F[B-](F)(F)F, Cc1cc(C)c(C#N)c(=O)[nH]1, CC[O+](CC)CC, ClCCl. The product is CCOc1nc(C)cc(C)c1C#N. Reaction SMILES: [B-:12]([F:13])([F:14])([F:15])[F:16].[C:1](#[N:2])[c:3]1[c:4](=[O:11])[nH:5][c:6]([CH3:10])[cH:7][c:8]1[CH3:9].[CH2:17]([CH3:18])[O+:19]([CH2:20][CH3:21])[CH2:22][CH3:23].[Cl:24][CH2:25][Cl:26]>>[C:1](#[N:2])[c:3]1[c:4]([O:11][CH2:17][CH3:18])[n:5][c:6]([CH3:10])[cH:7][c:8]1[CH3:9].